From a dataset of the Open Reaction Database (ORD), a public repository of structured organic reaction records. describe an organic reaction: reactants, conditions, products, and yield The reactants are CC(C)=O, Nc1nc(C#Cc2ccc(F)cc2F)ccc1[N+](=O)[O-], [K+], O=[Mn](=O)(=O)[O-], [Na+], [Na+], [Na+], [Na+], [Na+], O, O, O, O, O, O, O=P([O-])(O)O, O=P([O-])([O-])O, O=S([O-])([O-])=S. Product: Nc1nc(C(=O)C(=O)c2ccc(F)cc2F)ccc1[N+](=O)[O-]. As a reaction SMILES: [CH3:53][C:54](=[O:55])[CH3:56].[F:1][c:2]1[c:3]([C:9]#[C:10][c:11]2[cH:12][cH:13][c:14]([N+:18](=[O:19])[O-:20])[c:15]([NH2:17])[n:16]2)[cH:4][cH:5][c:6]([F:8])[cH:7]1.[K+:39].[Mn:34]([O-:35])(=[O:36])(=[O:37])=[O:38].[Na+:26].[Na+:32].[Na+:33].[Na+:50].[Na+:51].[OH2:40].[OH2:41].[OH2:42].[OH2:43].[OH2:44].[OH2:52].[P:21]([O-:22])([OH:23])([OH:24])=[O:25].[P:27]([O-:28])([O-:29])([OH:30])=[O:31].[S:45]([O-:46])([O-:47])(=[O:48])=[S:49]>>[F:1][c:2]1[c:3]([C:9]([C:10]([c:11]2[cH:12][cH:13][c:14]([N+:18](=[O:19])[O-:20])[c:15]([NH2:17])[n:16]2)=[O:41])=[O:40])[cH:4][cH:5][c:6]([F:8])[cH:7]1.